Dataset: the Open Reaction Database (ORD), a public repository of structured organic reaction records. Task: describe an organic reaction: reactants, conditions, products, and yield The reactants are CC1=C(C(=NN1C1=CC=C(C=C1)CCNC(OC1=CC=CC=C1)=O)C(F)(F)F)C1=CC=CC=C1 (Phenyl 2-{4-[5-methyl-4-phenyl-3-(trifluoromethyl)-1H-pyrazol-1-yl]phenyl}ethylcarbamate), OC=1C=C(C=CC1)S(=O)(=O)N (3-hydroxybenzenesulfonamide). The product is OC=1C=C(C=CC1)S(=O)(=O)NC(=O)NCCC1=CC=C(C=C1)N1N=C(C(=C1C)C1=CC=CC=C1)C(F)(F)F (3-Hydroxy-N-{[(2-{4-[5-methyl-4-phenyl-3-(trifluoromethyl)-1H-pyrazol-1-yl]phenyl}ethyl)amino]carbonyl}benzenesulfonamide). RXN SMILES: [CH3:1][C:2]1[N:6]([C:7]2[CH:12]=[CH:11][C:10]([CH2:13][CH2:14][NH:15][C:16](=[O:24])OC3C=CC=CC=3)=[CH:9][CH:8]=2)[N:5]=[C:4]([C:25]([F:28])([F:27])[F:26])[C:3]=1[C:29]1[CH:34]=[CH:33][CH:32]=[CH:31][CH:30]=1.[OH:35][C:36]1[CH:37]=[C:38]([S:42]([NH2:45])(=[O:44])=[O:43])[CH:39]=[CH:40][CH:41]=1>>[OH:35][C:36]1[CH:37]=[C:38]([S:42]([NH:45][C:16]([NH:15][CH2:14][CH2:13][C:10]2[CH:11]=[CH:12][C:7]([N:6]3[C:2]([CH3:1])=[C:3]([C:29]4[CH:34]=[CH:33][CH:32]=[CH:31][CH:30]=4)[C:4]([C:25]([F:27])([F:26])[F:28])=[N:5]3)=[CH:8][CH:9]=2)=[O:24])(=[O:43])=[O:44])[CH:39]=[CH:40][CH:41]=1. Reported procedure: The title compound was prepared according to the procedure described in step 1 of Example 42 from phenyl 2-{4-[5-methyl-4-phenyl-3-(trifluoromethyl)-1H-pyrazol-1-yl]phenyl}ethylcarbamate (step 7 of Example 52) and 3-hydroxybenzenesulfonamide: MS (ESI) m/z 545 [M+H]+, 543 [M−H]−, 1H-NMR (CDCl3) δ 7.48-7.01 (13H, m), 6.32 ▪ 1H, br.s), 3.50 (2H, t, J=6.1 Hz), 2.85 (2H, t, J=6.1 Hz), 2.20 (3H, s). Starting materials: O=C([O-])[O-], CCOCC, COc1ccc(F)cc1C(C)(C)CC(O)(Cn1ccc(=O)c2ccccc21)C(F)(F)F, [K+], [K+], CN(C)C=O. Yields the product COc1ccc(F)cc1C(C)(C)CC(=O)Cn1ccc(=O)c2ccccc21. Reaction SMILES: [C:32](=[O:33])([O-:34])[O-:35].[CH3:43][CH2:44][O:45][CH2:46][CH3:47].[F:1][c:2]1[cH:3][cH:4][c:5]([O:30][CH3:31])[c:6]([C:8]([CH2:9][C:10]([CH2:11][n:12]2[cH:13][cH:14][c:15](=[O:22])[c:16]3[cH:17][cH:18][cH:19][cH:20][c:21]23)([C:23]([F:24])([F:25])[F:26])[OH:27])([CH3:28])[CH3:29])[cH:7]1.[K+:36].[K+:37].[O:38]=[CH:39][N:40]([CH3:41])[CH3:42]>>[F:1][c:2]1[cH:3][cH:4][c:5]([O:30][CH3:31])[c:6]([C:8]([CH2:9][C:10]([CH2:11][n:12]2[cH:13][cH:14][c:15](=[O:22])[c:16]3[cH:17][cH:18][cH:19][cH:20][c:21]23)=[O:27])([CH3:28])[CH3:29])[cH:7]1. The reactants are C(C1=CC=C(C=C1)OC)=O (p-anisaldehyde), N1C(CC2=CC=CC=C12)=O (oxindole), N1CCCCC1 (piperidine). Run in C(C)O (ethanol). Yields the product COC1=CC=C(C=C2C(NC3=CC=CC=C23)=O)C=C1 (3-(4-methoxybenzylidene)-oxindole). Yield: 70.4%. Reaction SMILES: [NH:1]1[C:9]2[C:4](=[CH:5][CH:6]=[CH:7][CH:8]=2)[CH2:3][C:2]1=[O:10].[CH:11](=O)[C:12]1[CH:17]=[CH:16][C:15]([O:18][CH3:19])=[CH:14][CH:13]=1.N1CCCCC1>C(O)C>[CH3:19][O:18][C:15]1[CH:16]=[CH:17][C:12]([CH:11]=[C:3]2[C:4]3[C:9](=[CH:8][CH:7]=[CH:6][CH:5]=3)[NH:1][C:2]2=[O:10])=[CH:13][CH:14]=1. Procedure: 2.0 g of oxindole was dissolved in 40 ml of ethanol, and 2.0 g of p-anisaldehyde was added thereto at room temperature. Subsequently, 1.5 ml of piperidine was added, and the mixture was refluxed with heat for 13 hours. After completion of reaction, the reaction mixture was cooled. Crystals that precipitated were collected by filtration. The resultant crude product was washed with methanol, to thereby obtain 2.6 g (yield 71%) of the title compound in the form of yellow crystals. The melting point... Reactants: CCOC(=O)C=Cc1cccc(N(CCN(C)C)Cc2ccc(OC)cc2)n1, CO, [K+], [OH-]. The product is COc1ccc(CN(CCN(C)C)c2cccc(C=CC(=O)O)n2)cc1. RXN SMILES: [CH3:1][N:2]([CH2:3][CH2:4][N:5]([c:6]1[cH:7][cH:8][cH:9][c:10]([CH:12]=[CH:13][C:14](=[O:15])[O:16][CH2:17][CH3:18])[n:11]1)[CH2:19][c:20]1[cH:21][cH:22][c:23]([O:26][CH3:27])[cH:24][cH:25]1)[CH3:28].[CH3:29][OH:30].[K+:32].[OH-:31]>>[CH3:1][N:2]([CH2:3][CH2:4][N:5]([c:6]1[cH:7][cH:8][cH:9][c:10]([CH:12]=[CH:13][C:14](=[O:15])[OH:16])[n:11]1)[CH2:19][c:20]1[cH:21][cH:22][c:23]([O:26][CH3:27])[cH:24][cH:25]1)[CH3:28].